This data is from the Open Reaction Database (ORD), a public repository of structured organic reaction records. The task is: describe an organic reaction: reactants, conditions, products, and yield As a reaction SMILES: [Br:1][c:2]1[cH:3][c:4]2[c:8]([cH:9][cH:10]1)[CH2:7][CH:6]([NH:11][S:12](=[O:13])(=[O:14])[CH:15]([CH3:16])[CH3:17])[CH2:5]2.[C:25](=[O:26])([O-:27])[O-:28].[CH3:31][N:32]([CH2:33][C:34](=[O:35])[OH:36])[CH3:37].[CH3:38][S:39]([CH3:40])=[O:41].[Cs+:29].[Cs+:30].[Cu:42][I:43].[OH:18][c:19]1[cH:20][cH:21][cH:22][cH:23][cH:24]1>>[c:2]1([O:18][c:19]2[cH:20][cH:21][cH:22][cH:23][cH:24]2)[cH:3][c:4]2[c:8]([cH:9][cH:10]1)[CH2:7][CH:6]([NH:11][S:12](=[O:13])(=[O:14])[CH:15]([CH3:16])[CH3:17])[CH2:5]2. The product is CC(C)S(=O)(=O)NC1Cc2ccc(Oc3ccccc3)cc2C1. Reactants: CC(C)S(=O)(=O)NC1Cc2ccc(Br)cc2C1, O=C([O-])[O-], CN(C)CC(=O)O, CS(C)=O, [Cs+], [Cs+], [Cu]I, Oc1ccccc1. Starting materials: CCC(CC)(NC(=O)c1ccc(C2CC2)c(OCC2CC2)n1)C(=O)O, NCC1CC1. Product: CCC(CC)(NC(=O)c1ccc(C2CC2)c(OCC2CC2)n1)C(=O)NCC1CC1. As a reaction SMILES: [CH:1]1([c:4]2[cH:5][cH:6][c:7]([C:15](=[O:16])[NH:17][C:18]([C:19](=[O:20])[OH:21])([CH2:22][CH3:23])[CH2:24][CH3:25])[n:8][c:9]2[O:10][CH2:11][CH:12]2[CH2:13][CH2:14]2)[CH2:2][CH2:3]1.[CH:26]1([CH2:29][NH2:30])[CH2:27][CH2:28]1>>[CH:1]1([c:4]2[cH:5][cH:6][c:7]([C:15](=[O:16])[NH:17][C:18]([C:19](=[O:20])[NH:30][CH2:29][CH:26]3[CH2:27][CH2:28]3)([CH2:22][CH3:23])[CH2:24][CH3:25])[n:8][c:9]2[O:10][CH2:11][CH:12]2[CH2:13][CH2:14]2)[CH2:2][CH2:3]1. Starting materials: N#Cc1cc(B(O)O)ccc1F, COCCOC, Nc1nccn2c(C3CCC3)nc(I)c12, O, c1ccc(P(c2ccccc2)(c2ccccc2)[Pd](P(c2ccccc2)(c2ccccc2)c2ccccc2)(P(c2ccccc2)(c2ccccc2)c2ccccc2)P(c2ccccc2)(c2ccccc2)c2ccccc2)cc1. Yields the product N#Cc1cc(-c2nc(C3CCC3)n3ccnc(N)c23)ccc1F. RXN SMILES: [C:16](#[N:17])[c:18]1[cH:19][c:20]([B:25]([OH:26])[OH:27])[cH:21][cH:22][c:23]1[F:24].[CH3:105][O:106][CH2:107][CH2:108][O:109][CH3:110].[CH:1]1([c:5]2[n:6][c:7]([I:15])[c:8]3[n:9]2[cH:10][cH:11][n:12][c:13]3[NH2:14])[CH2:2][CH2:3][CH2:4]1.[OH2:111].[cH:28]1[cH:29][cH:30][c:31]([P:32]([Pd:33]([P:34]([c:35]2[cH:36][cH:37][cH:38][cH:39][cH:40]2)([c:41]2[cH:42][cH:43][cH:44][cH:45][cH:46]2)[c:47]2[cH:48][cH:49][cH:50][cH:51][cH:52]2)([P:53]([c:54]2[cH:55][cH:56][cH:57][cH:58][cH:59]2)([c:60]2[cH:61][cH:62][cH:63][cH:64][cH:65]2)[c:66]2[cH:67][cH:68][cH:69][cH:70][cH:71]2)[P:72]([c:73]2[cH:74][cH:75][cH:76][cH:77][cH:78]2)([c:79]2[cH:80][cH:81][cH:82][cH:83][cH:84]2)[c:85]2[cH:86][cH:87][cH:88][cH:89][cH:90]2)([c:91]2[cH:92][cH:93][cH:94][cH:95][cH:96]2)[c:97]2[cH:98][cH:99][cH:100][cH:101][cH:102]2)[cH:103][cH:104]1>>[CH:1]1([c:5]2[n:6][c:7](-[c:20]3[cH:19][c:18]([C:16]#[N:17])[c:23]([F:24])[cH:22][cH:21]3)[c:8]3[n:9]2[cH:10][cH:11][n:12][c:13]3[NH2:14])[CH2:2][CH2:3][CH2:4]1. Starting materials: BrN1C(CCC1=O)=O (N-bromosuccinimide), O1C(OCC1)C=1C=C(CO)C=CC1 (3-(1,3-dioxolan-2-yl)benzyl alcohol), C1(=CC=CC=C1)P(C1=CC=CC=C1)C1=CC=CC=C1 (triphenylphosphine). Run in ClCCl (dichloromethane), ClCCl (dichloromethane), C(C)N(CC)CC (triethylamine). Reaction conditions: temperature -5 celsius, time 2 hour. Product: O1C(OCC1)C=1C=C(CBr)C=CC1 (3-(1,3-Dioxolan-2-yl)benzyl bromide). RXN SMILES: [Br:1]N1C(=O)CCC1=O.[O:9]1[CH2:13][CH2:12][O:11][CH:10]1[C:14]1[CH:15]=[C:16]([CH:19]=[CH:20][CH:21]=1)[CH2:17]O.C1(P(C2C=CC=CC=2)C2C=CC=CC=2)C=CC=CC=1>ClCCl.C(N(CC)CC)C>[O:9]1[CH2:13][CH2:12][O:11][CH:10]1[C:14]1[CH:15]=[C:16]([CH:19]=[CH:20][CH:21]=1)[CH2:17][Br:1]. Reported procedure: Solid N-bromosuccinimide (10.4 g., 58 mmol) was added in small portions to a stirred solution of 3-(1,3-dioxolan-2-yl)benzyl alcohol (9.6 g., 53 mmol) and triphenylphosphine (16.7 g., 64 mmol) in dichloromethane (250 ml) at ca. -5° C. The yellow solution was stirred for a further 2 hours at -5° C. then added to a suspension of silica (50 g) in dichloromethane (250 ml) and triethylamine (2.5 ml). The mixture was evaporated and the residual silica was placed on the top of a silica column (250 g) a... Starting materials: BrCCCn1ccc2ccccc21, ClCCl, [Li+], CCc1nc(N)nc(N)c1O, CN(C)C=O, [OH-], O. Product: CCc1nc(N)nc(N)c1OCCCn1ccc2ccccc21. Reaction SMILES: [Br:15][CH2:16][CH2:17][CH2:18][n:19]1[cH:20][cH:21][c:22]2[cH:23][cH:24][cH:25][cH:26][c:27]12.[Cl:33][CH2:34][Cl:35].[Li+:14].[NH2:1][c:2]1[n:3][c:4]([CH2:10][CH3:11])[c:5]([OH:9])[c:6]([NH2:8])[n:7]1.[O:28]=[CH:29][N:30]([CH3:31])[CH3:32].[OH-:13].[OH2:12]>>[NH2:1][c:2]1[n:3][c:4]([CH2:10][CH3:11])[c:5]([O:9][CH2:16][CH2:17][CH2:18][n:19]2[cH:20][cH:21][c:22]3[cH:23][cH:24][cH:25][cH:26][c:27]23)[c:6]([NH2:8])[n:7]1. Starting materials: OC=1C2=C(N=CN1)NC(=C2)C2=CC=C(C#N)C=C2 (4-(4-Hydroxy-7H-pyrrolo[2,3-d]pyrimidin-6-yl)-benzonitrile), Cl (hydrochloric acid), P(=O)(Cl)(Cl)Cl (phosphorus oxichloride). Run in C(C)#N (acetonitril), O1CCOCC1 (dioxane). The product is ClC=1C2=C(N=CN1)NC(=C2)C2=CC=C(C#N)C=C2 (4-(4-Chloro-7H-pyrrolo[2,3-d]pyrimidin-6-yl)-benzonitrile). Reaction SMILES: O[C:2]1[C:3]2[CH:10]=[C:9]([C:11]3[CH:18]=[CH:17][C:14]([C:15]#[N:16])=[CH:13][CH:12]=3)[NH:8][C:4]=2[N:5]=[CH:6][N:7]=1.Cl.P(Cl)(Cl)([Cl:22])=O>C(#N)C.O1CCOCC1>[Cl:22][C:2]1[C:3]2[CH:10]=[C:9]([C:11]3[CH:18]=[CH:17][C:14]([C:15]#[N:16])=[CH:13][CH:12]=3)[NH:8][C:4]=2[N:5]=[CH:6][N:7]=1. Procedure details: 4-(4-Hydroxy-7H-pyrrolo[2,3-d]pyrimidin-6-yl)-benzonitrile (2.36 g, 0.01 mol) are suspended in 40 ml acetonitril and 4.99 ml (0.02 mol) 4 N hydrochloric acid solution in dioxane. After addition of 3.66 ml (0.04 mol) phosphorus oxichloride the mixture is heated under reflux for 3 days. The solid is filtered off and the mother liquor evaporated. The residue and the solid are dissolved in 30 ml DMF at 60° C. and 25 ml of a conc. sodium bicarbonate solution and 25 ml water are added and the resultin... The reactants are C, CC(C)(C)C(=O)OCC1OC(Oc2n[nH]c3nccc(CCc4ccc(OCCCOCc5ccccc5)cc4)c23)C(OC(=O)C(C)(C)C)C(OC(=O)C(C)(C)C)C1OC(=O)C(C)(C)C, CO, C1CCOC1, [Pd]. Product: CC(C)(C)C(=O)OCC1OC(Oc2n[nH]c3nccc(CCc4ccc(OCCCO)cc4)c23)C(OC(=O)C(C)(C)C)C(OC(=O)C(C)(C)C)C1OC(=O)C(C)(C)C. As a reaction SMILES: [C:73].[CH2:1]([c:2]1[cH:3][cH:4][cH:5][cH:6][cH:7]1)[O:8][CH2:9][CH2:10][CH2:11][O:12][c:13]1[cH:14][cH:15][c:16]([CH2:19][CH2:20][c:21]2[c:22]3[c:23]([n:24][cH:25][cH:26]2)[nH:27][n:28][c:29]3[O:30][CH:31]2[CH:32]([O:33][C:34]([C:35]([CH3:36])([CH3:37])[CH3:38])=[O:39])[CH:40]([O:41][C:42]([C:43]([CH3:44])([CH3:45])[CH3:46])=[O:47])[CH:48]([O:49][C:50]([C:51]([CH3:52])([CH3:53])[CH3:54])=[O:55])[CH:56]([CH2:58][O:59][C:60]([C:61]([CH3:62])([CH3:63])[CH3:64])=[O:65])[O:57]2)[cH:17][cH:18]1.[CH3:71][OH:72].[O:66]1[CH2:67][CH2:68][CH2:69][CH2:70]1.[Pd:74]>>[OH:8][CH2:9][CH2:10][CH2:11][O:12][c:13]1[cH:14][cH:15][c:16]([CH2:19][CH2:20][c:21]2[c:22]3[c:23]([n:24][cH:25][cH:26]2)[nH:27][n:28][c:29]3[O:30][CH:31]2[CH:32]([O:33][C:34]([C:35]([CH3:36])([CH3:37])[CH3:38])=[O:39])[CH:40]([O:41][C:42]([C:43]([CH3:44])([CH3:45])[CH3:46])=[O:47])[CH:48]([O:49][C:50]([C:51]([CH3:52])([CH3:53])[CH3:54])=[O:55])[CH:56]([CH2:58][O:59][C:60]([C:61]([CH3:62])([CH3:63])[CH3:64])=[O:65])[O:57]2)[cH:17][cH:18]1. Starting materials: O=C([O-])O, C1CCOC1, CN(C)C(=O)c1cc2cnc(Nc3ccccn3)nc2n1C1CCC(=O)CC1, [Na+], O. The product is CN(C)C(=O)c1cc2cnc(Nc3ccccn3)nc2n1C1CCC(C)(O)CC1. Reaction SMILES: [C:30](=[O:31])([OH:32])[O-:33].[CH2:35]1[O:36][CH2:37][CH2:38][CH2:39]1.[CH3:1][N:2]([C:3](=[O:4])[c:5]1[cH:6][c:7]2[c:8]([n:9][c:10]([NH:13][c:14]3[n:15][cH:16][cH:17][cH:18][cH:19]3)[n:11][cH:12]2)[n:20]1[CH:21]1[CH2:22][CH2:23][C:24](=[O:27])[CH2:25][CH2:26]1)[CH3:28].[Na+:34].[OH2:29]>>[CH3:1][N:2]([C:3](=[O:4])[c:5]1[cH:6][c:7]2[c:8]([n:9][c:10]([NH:13][c:14]3[n:15][cH:16][cH:17][cH:18][cH:19]3)[n:11][cH:12]2)[n:20]1[CH:21]1[CH2:22][CH2:23][C:24]([OH:27])([CH3:30])[CH2:25][CH2:26]1)[CH3:28]. The reactants are ClC1=C(OCC2CO2)C=CC(=C1)NC(=O)N(C)C (1-[o-chloro-p-(N',N'-dimethyl-ureido)-phenoxy]-2,3-epoxy-propane), C(C)(C)N (isopropylamine). Solvent: C(C)O (ethanol). Run at time 4 hour. Yields the product ClC1=C(C=CC(=C1)NC(=O)N(C)C)OCC(CNC(C)C)O (1-[o-chloro-p-(N',N'-dimethylureido)-phenyoxy]-2-hydroxy-3-isopropylamino-propane). As a reaction SMILES: [Cl:1][C:2]1[CH:12]=[C:11]([NH:13][C:14]([N:16]([CH3:18])[CH3:17])=[O:15])[CH:10]=[CH:9][C:3]=1[O:4][CH2:5][CH:6]1[O:8][CH2:7]1.[CH:19]([NH2:22])([CH3:21])[CH3:20]>C(O)C>[Cl:1][C:2]1[CH:12]=[C:11]([NH:13][C:14]([N:16]([CH3:18])[CH3:17])=[O:15])[CH:10]=[CH:9][C:3]=1[O:4][CH2:5][CH:6]([OH:8])[CH2:7][NH:22][CH:19]([CH3:21])[CH3:20]. Procedure details: A solution of 40 g of 1-[o-chloro-p-(N',N'-dimethyl-ureido)-phenoxy]-2,3-epoxy-propane and 40 g of isopropylamine in 40 ml of ethanol is heated to boiling for 4 hours. Thereafter the mixture is concentrated by evaporation in vacuo and the residue is dissolved in 2 N hydrochloric acid. After extraction with ether, the hydrochloric acid layer is separated off and rendered alkaline by adding concentrated sodium hydroxide solution. The base which has separated out is extracted by shaking with methyl...